Dataset: the Open Reaction Database (ORD), a public repository of structured organic reaction records. Task: describe an organic reaction: reactants, conditions, products, and yield The reactants are C1=C(NC=N1)/C=C/C(=O)O (urocanate), [O-]P([O-])(=O)OP(=O)([O-])[O-] (pyrophosphate), N[C@H](C(=O)O)CCC(=O)N[C@@H](CS)C(=O)NCC(=O)O (glutathione). Run in N[C@@H](CC1=CNC=N1)C(=O)O (histidine). Run at time 5 minute. The product is N.N[C@@H](CC1=CNC=N1)C(=O)O (Histidine Ammonia). As a reaction SMILES: [CH:1]1[N:5]=[CH:4][NH:3][C:2]=1/[CH:6]=[CH:7]/[C:8]([OH:10])=[O:9].[O-]P(OP([O-])([O-])=O)(=O)[O-].[NH2:20][C@@H](CCC(N[C@H](C(NCC(O)=O)=O)CS)=O)C(O)=O>N[C@H](C(O)=O)CC1N=CNC=1>[NH3:3].[NH2:20][C@H:7]([C:8]([OH:10])=[O:9])[CH2:6][C:2]1[N:3]=[CH:4][NH:5][CH:1]=1 |f:4.5|. Procedure details: HAL enzyme activity can be determined as described in Baedeker & Schulz (Eur. J. Biochem 2002, 269, 1790-1797), wherein enzyme activity was determined as the rate of urocanate formation, measured spectrophotometrically at 277 nm. For a standard assay, the enzyme was preincubated at 25° C. for 5 min in 2.5 mL buffer containing 0.1 M pyrophosphate (pH 9.3), 10 μM ZnC12 and 2 mM glutathione. The reaction was started by adding 200 μL of 0.5 M histidine solution and then monitored for approximately 5... Reactants: BrC1=CC=C(C(=N1)C(NC)=O)NC1=NC(=NC=C1C(F)(F)F)NC1=C(C=C(CCCP(O)=O)C=C1)OC ((4-{[4-{[6-bromo-2-(methylcarbamoyl)pyridin-3-yl]amino}-5-(trifluoromethyl)pyrimidin-2-yl]amino}-3-methoxybenzyl)ethylphosphinic acid), BrC1=CC=C(C(=N1)C(NC)=O)NC1=NC(=NC=C1C(F)(F)F)NC1=C(C=C(CCC(C)P(OCC)=O)C=C1)OC (ethyl (4-{[4-{[6-bromo-2-(methylcarbamoyl)pyridin-3-yl]amino}-5-(trifluoromethyl)pyrimidin-2-yl]amino}-3-methoxybenzyl)propan-2-ylphosphinate), BrC1=CC=C(C(=N1)C(NC)=O)NC1=NC(=NC=C1C(F)(F)F)NC1=C(C=C(CCC(C)P(OCC)=O)C=C1)OC (ethyl (4-{[4-{[6-bromo-2-(methylcarbamoyl)pyridin-3-yl]amino}-5-(trifluoromethyl)pyrimidin-2-yl]amino}-3-methoxybenzyl)propan-2-ylphosphinate). Yields the product BrC1=CC=C(C(=N1)C(NC)=O)NC1=NC(=NC=C1C(F)(F)F)NC1=C(C=C(CCC(C)P(O)=O)C=C1)OC ((4-{[4-{[6-Bromo-2-(methylcarbamoyl)pyridin-3-yl]amino}-5-(trifluoromethyl)pyrimidin-2-yl]amino}-3-methoxybenzyl)propan-2-ylphosphinic acid). Reaction SMILES: BrC1N=C(C(=O)NC)C(NC2C(C(F)(F)F)=CN=C(NC3C=CC(CCCP(=O)O)=CC=3OC)N=2)=CC=1.[Br:38][C:39]1[N:44]=[C:43]([C:45](=[O:48])[NH:46][CH3:47])[C:42]([NH:49][C:50]2[C:55]([C:56]([F:59])([F:58])[F:57])=[CH:54][N:53]=[C:52]([NH:60][C:61]3[CH:75]=[CH:74][C:64]([CH2:65][CH2:66][CH:67]([PH:69](=[O:73])[O:70]CC)[CH3:68])=[CH:63][C:62]=3[O:76][CH3:77])[N:51]=2)=[CH:41][CH:40]=1>>[Br:38][C:39]1[N:44]=[C:43]([C:45](=[O:48])[NH:46][CH3:47])[C:42]([NH:49][C:50]2[C:55]([C:56]([F:59])([F:57])[F:58])=[CH:54][N:53]=[C:52]([NH:60][C:61]3[CH:75]=[CH:74][C:64]([CH2:65][CH2:66][CH:67]([PH:69](=[O:70])[OH:73])[CH3:68])=[CH:63][C:62]=3[O:76][CH3:77])[N:51]=2)=[CH:41][CH:40]=1. Procedure details: Prepared analogously to Compound 67B replacing Compound 67C with ethyl (4-{[4-{[6-bromo-2-(methylcarbamoyl)pyridin-3-yl]amino}-5-(trifluoromethyl)pyrimidin-2-yl]amino}-3-methoxybenzyl)propan-2-ylphosphinate (Compound 68C). MS (ESI): m/z 617.43/619.41 [M+H]+. UPLC: tR=1.30 min (UPLC-SQD: analytical—2 min).